Dataset: the Open Reaction Database (ORD), a public repository of structured organic reaction records. Task: describe an organic reaction: reactants, conditions, products, and yield The reactants are C(C)(C)(C)OC(=O)N1C(SCC1)C(=O)O (3-(tert-butoxycarbonyl)-1,3-thiazolidine-2-carboxylic acid), FC1=CC=C(C=C1)C(C)N (1-(4-fluorophenyl)ethanamine), C1=CC=C(C=C1)/C(=N/O)/C2=CC=C(C=C2)[N+](=O)[O-] (oxime resin), C1(=CC=C(C=C1)S(=O)(=O)Cl)C1=CC=CC=C1 (1,1′-biphenyl-4-sulfonyl chloride). The product is C1(=CC=C(C=C1)S(=O)(=O)C1(SCCN1)C(=O)NC(C)C1=CC=C(C=C1)F)C1=CC=CC=C1 ([1,1′-biphenyl]-4-ylsulfonyl-N-[1-(4-fluorophenyl)ethyl]-1,3-thiazolidine-2-carboxamide). Reaction SMILES: C(OC([N:8]1[CH2:12][CH2:11][S:10][CH:9]1[C:13]([OH:15])=O)=O)(C)(C)C.C1C=CC(/C(/C2C=CC([N+]([O-])=O)=CC=2)=N/O)=CC=1.[C:34]1([C:44]2[CH:49]=[CH:48][CH:47]=[CH:46][CH:45]=2)[CH:39]=[CH:38][C:37]([S:40](Cl)(=[O:42])=[O:41])=[CH:36][CH:35]=1.[F:50][C:51]1[CH:56]=[CH:55][C:54]([CH:57]([NH2:59])[CH3:58])=[CH:53][CH:52]=1>>[C:34]1([C:44]2[CH:49]=[CH:48][CH:47]=[CH:46][CH:45]=2)[CH:39]=[CH:38][C:37]([S:40]([C:9]2([C:13]([NH:59][CH:57]([C:54]3[CH:55]=[CH:56][C:51]([F:50])=[CH:52][CH:53]=3)[CH3:58])=[O:15])[NH:8][CH2:12][CH2:11][S:10]2)(=[O:42])=[O:41])=[CH:36][CH:35]=1. Procedure details: Following the general solid phase method as outlined Example 33, starting from 3-(tert-butoxycarbonyl)-1,3-thiazolidine-2-carboxylic acid, Kaiser oxime resin, 1,1′-biphenyl-4-sulfonyl chloride and 1-(4-fluorophenyl)ethanamine, the title compound was obtained in 85% purity by HPLC. Starting materials: CS(=O)(=O)C1=C(C#N)C=CC(=N1)CO[Si](C(C)C)(C(C)C)C(C)C (2-(methylsulfonyl)-6-{[(triisopropylsilyl)oxy]methyl}nicotinonitrile), [Cl-].[NH4+] (ammonium chloride), solution, C[Mg]Br (methylmagnesium bromide), Example 24 ( 24b ), O (water). The solvent is CCOCC (ether), CCOCC (ether). Yields the product CC1=C(C#N)C=CC(=N1)CO[Si](C(C)C)(C(C)C)C(C)C (2-Methyl-6-{[(triisopropylsilyl)oxy]methyl}nicotinonitrile). Yield: 95.0%. Reaction SMILES: CS([C:5]1[N:12]=[C:11]([CH2:13][O:14][Si:15]([CH:22]([CH3:24])[CH3:23])([CH:19]([CH3:21])[CH3:20])[CH:16]([CH3:18])[CH3:17])[CH:10]=[CH:9][C:6]=1[C:7]#[N:8])(=O)=O.[CH3:25][Mg]Br.[Cl-].[NH4+].O>CCOCC>[CH3:25][C:5]1[N:12]=[C:11]([CH2:13][O:14][Si:15]([CH:22]([CH3:24])[CH3:23])([CH:19]([CH3:21])[CH3:20])[CH:16]([CH3:18])[CH3:17])[CH:10]=[CH:9][C:6]=1[C:7]#[N:8] |f:2.3|. Procedure details: To a solution of 2-(methylsulfonyl)-6-{[(triisopropylsilyl)oxy]methyl}nicotinonitrile (0.80 g, 2.2 mmol) that was obtained in Example 24 (24b) in ether (10 ml) was added a 3.0 M solution of methylmagnesium bromide in ether (1.5 ml, 4.4 mmol) at −78° C. with stirring, and the resulting mixture was stirred at the same temperature for 1 hour. After stirring, a saturated aqueous solution of ammonium chloride (1 ml) was added to the reaction mixture to quench the reaction, and the resulting mixture w... Reactants: [Na].N1N=NC=C1S (1H-[1,2,3]triazole-5-thiol sodium salt), C(C)(C)(C)OC(=O)N1CCC2=C(CC1)C(=C(C=C2)Cl)CCl (3-tert-butoxycarbonyl-7-chloro-6-chloromethyl-2,3,4,5-tetrahydro-1H-benzo[d]azepine). The solvent is CN(C)C=O (DMF), CN(C)C=O (DMF). Conditions: time 3 hour. The product is C(C)(C)(C)OC(=O)N1CCC2=C(CC1)C(=C(C=C2)Cl)CSC=2NN=NC2 (3-tert-butoxycarbonyl-7-chloro-6-(3H-[1,2,3]triazol-4-ylthiomethyl)-2,3,4,5-tetrahydro-1H-benzo[d]azepine). Isolated yield 89.4%. As a reaction SMILES: [Na].[NH:2]1[C:6]([SH:7])=[CH:5][N:4]=[N:3]1.[C:8]([O:12][C:13]([N:15]1[CH2:21][CH2:20][C:19]2[C:22]([CH2:27]Cl)=[C:23]([Cl:26])[CH:24]=[CH:25][C:18]=2[CH2:17][CH2:16]1)=[O:14])([CH3:11])([CH3:10])[CH3:9]>CN(C=O)C>[C:8]([O:12][C:13]([N:15]1[CH2:21][CH2:20][C:19]2[C:22]([CH2:27][S:7][C:6]3[NH:2][N:3]=[N:4][CH:5]=3)=[C:23]([Cl:26])[CH:24]=[CH:25][C:18]=2[CH2:17][CH2:16]1)=[O:14])([CH3:11])([CH3:10])[CH3:9] |f:0.1,^1:0|. Reported procedure: Slurry 1H-[1,2,3]triazole-5-thiol sodium salt (465 mg, 3.78 mmol) in anhydrous DMF (20 mL). Add a solution of 3-tert-butoxycarbonyl-7-chloro-6-chloromethyl-2,3,4,5-tetrahydro-1H-benzo[d]azepine (1.1 g, 3.4 mmol) in anhydrous DMF (10 mL) dropwise over 10 min under nitrogen. Stir at room temperature for 3 h. Quench by addition of saturated NH4Cl (100 mL). Extract with EtOAc (3×50 mL) and dry the combined organic extracts with water and brine. Dry the organic phase over Na2SO4, filter and concentra... The reactants are BrC=1C(=NC=C(C(=O)O)C1)OCCCCCO (5-bromo-6-(5-hydroxy-pentyloxy)-nicotinic acid), N[C@H]1[C@@H](CCCC1)O ((1R,2R)-2-amino-cyclohexanol). Product: BrC=1C(=NC=C(C(=O)N[C@H]2[C@@H](CCCC2)O)C1)OCCCCCO (5-Bromo-N-((1R,2R)-2-hydroxy-cyclohexyl)-6-(5-hydroxy-pentyloxy)-nicotinamide), product. RXN SMILES: [Br:1][C:2]1[C:3]([O:11][CH2:12][CH2:13][CH2:14][CH2:15][CH2:16][OH:17])=[N:4][CH:5]=[C:6]([CH:10]=1)[C:7]([OH:9])=O.[NH2:18][C@@H:19]1[CH2:24][CH2:23][CH2:22][CH2:21][C@H:20]1[OH:25]>>[Br:1][C:2]1[C:3]([O:11][CH2:12][CH2:13][CH2:14][CH2:15][CH2:16][OH:17])=[N:4][CH:5]=[C:6]([CH:10]=1)[C:7]([NH:18][C@@H:19]1[CH2:24][CH2:23][CH2:22][CH2:21][C@H:20]1[OH:25])=[O:9]. Reported procedure: The title compound was synthesized in analogy to the procedure described for the preparation of Example 31b, using 5-bromo-6-(5-hydroxy-pentyloxy)-nicotinic acid and (1R,2R)-2-amino-cyclohexanol as starting materials to give the product as white solid, MS (ISP): 403.4 (MH+). The reactants are [I-].[K+] (potassium iodide), NC1=C(C(=O)OC)C=CC(=C1)S(=O)(=O)C (methyl 2-amino-4-(methylsulfonyl)benzoate), S(O)(O)(=O)=O (sulfuric acid), N(=O)[O-].[Na+] (sodium nitrite). Solvent: O (H2O), O (H2O), O (H2O). Run at temperature 0 celsius, time 2 hour. Yields the product IC1=C(C(=O)OC)C=CC(=C1)S(=O)(=O)C (methyl 2-iodo-4-(methylsulfonyl)benzoate). RXN SMILES: N[C:2]1[CH:11]=[C:10]([S:12]([CH3:15])(=[O:14])=[O:13])[CH:9]=[CH:8][C:3]=1[C:4]([O:6][CH3:7])=[O:5].S(=O)(=O)(O)O.N([O-])=O.[Na+].[I-:25].[K+]>O>[I:25][C:2]1[CH:11]=[C:10]([S:12]([CH3:15])(=[O:14])=[O:13])[CH:9]=[CH:8][C:3]=1[C:4]([O:6][CH3:7])=[O:5] |f:2.3,4.5|. Reported procedure: 600 mg of methyl 2-amino-4-(methylsulfonyl)benzoate was added to a solution of 4 mL of H2O and 1 ml, of concentrated sulfuric acid. The solution was cooled to 0° C. and a solution of 206 mg of sodium nitrite in 1 mL of H2O was added slowly. The reaction mixture was stirred for 2 h and then a solution of 782 mg of potassium iodide in 2 mL of H2O was added dropwise at 0° C. The reaction was allowed to warm to room temperature and stirred for 5 h. The mixture was extracted with ethyl acetate. The c... The reactants are CCCCO, CN(C)c1ccc(N)cc1, Clc1nc(Cl)c2[nH]cnc2n1. The product is CN(C)c1ccc(Nc2nc(Cl)nc3[nH]cnc23)cc1. Reaction SMILES: [CH2:22]([OH:23])[CH2:24][CH2:25][CH3:26].[CH3:12][N:13]([c:14]1[cH:15][cH:16][c:17]([NH2:20])[cH:18][cH:19]1)[CH3:21].[Cl:1][c:2]1[n:3][c:4]([Cl:11])[c:5]2[nH:6][cH:7][n:8][c:9]2[n:10]1>>[Cl:1][c:2]1[n:3][c:4]([NH:20][c:17]2[cH:16][cH:15][c:14]([N:13]([CH3:12])[CH3:21])[cH:19][cH:18]2)[c:5]2[n:6][cH:7][nH:8][c:9]2[n:10]1. Starting materials: O=C1NCCC1N1N=C(C=CC1=O)C=1C(=NN2C1C=CC=C2)C2=CC=CC=C2 (3-[2-(2-oxopyrrolidin-3-yl)-3-oxo-2,3-dihydropyridazin-6-yl]-2-phenylpyrazolo[1,5-a]pyridine), [H-].[Na+] (sodium hydride), C(C)(C)(C)OC(=O)C=C1C(CCCCC1)N1N=C(C=CC1=O)C=1C(=NN2C1C=CC=C2)C2=CC=CC=C2 (3-[2-(2-t-Butoxycarbonylmethylenecycloheptyl)-3-oxo-2,3-dihydropyridazin-6-yl]-2-phenylpyrazolo[1,5-a]pyridine), BrCC(=O)OCC (ethyl 2-bromoacetate). Solvent: CN(C=O)C (N,N-dimethylformamide), O (water). Run at time 30 minute. Product: C(C)OC(=O)CN1C(C(CC1)N1N=C(C=CC1=O)C=1C(=NN2C1C=CC=C2)C2=CC=CC=C2)=O (3-[2-(1-ethoxycarbonylmethyl-2-oxopyrrolidin-3-yl)-3-oxo-2,3-dihydropyridazin-6-yl]-2-phenylpyrazolo[1,5-a]pyridine). The yield is 633.2%. Reaction SMILES: [O:1]=[C:2]1[CH:6]([N:7]2[C:12](=[O:13])[CH:11]=[CH:10][C:9]([C:14]3[C:15]([C:23]4[CH:28]=[CH:27][CH:26]=[CH:25][CH:24]=4)=[N:16][N:17]4[CH:22]=[CH:21][CH:20]=[CH:19][C:18]=34)=[N:8]2)[CH2:5][CH2:4][NH:3]1.[H-].[Na+].[C:31]([O:35][C:36]([CH:38]=C1CCCCCC1N1C(=O)C=CC(C2C(C3C=CC=CC=3)=NN3C=CC=CC=23)=N1)=[O:37])(C)(C)[CH3:32].BrCC(OCC)=O>CN(C)C=O.O>[CH2:31]([O:35][C:36]([CH2:38][N:3]1[CH2:4][CH2:5][CH:6]([N:7]2[C:12](=[O:13])[CH:11]=[CH:10][C:9]([C:14]3[C:15]([C:23]4[CH:28]=[CH:27][CH:26]=[CH:25][CH:24]=4)=[N:16][N:17]4[CH:22]=[CH:21][CH:20]=[CH:19][C:18]=34)=[N:8]2)[C:2]1=[O:1])=[O:37])[CH3:32] |f:1.2|. Procedure: To a solution of 3-[2-(2-oxopyrrolidin-3-yl)-3-oxo-2,3-dihydropyridazin-6-yl]-2-phenylpyrazolo[1,5-a]pyridine (740 mg) in N,N-dimethylformamide (5 ml) was added 60% sodium hydride in mineral oil (120 mg) at O° C. After the mixture was stirred for 30 minutes, to this was added ethyl 2-bromoacetate (0.22 ml). After the reaction mixture was stirred at 0° C. for 1 hour, it was poured into water and extracted with ethyl acetate. The extract was washed with brine, dried over anhydrous sodium sulfate, ... Starting materials: COC1=C(C(=O)O)C(=CC=C1)C (2-methoxy-6-methylbenzoic acid), IV, BrBr (bromine). The solvent is ClC1=CC=CC=C1 (chlorobenzene). Run at temperature 35 celsius, time 2 hour. Product: BrC=1C=CC(=C(C(=O)O)C1C)OC (5-bromo-2-methoxy-6-methylbenzoic acid). Reaction SMILES: [CH3:1][O:2][C:3]1[CH:11]=[CH:10][CH:9]=[C:8]([CH3:12])[C:4]=1[C:5]([OH:7])=[O:6].[Br:13]Br>ClC1C=CC=CC=1>[Br:13][C:9]1[CH:10]=[CH:11][C:3]([O:2][CH3:1])=[C:4]([C:8]=1[CH3:12])[C:5]([OH:7])=[O:6]. Reported procedure: 700 g (4.212 mol) of 2-methoxy-6-methylbenzoic acid (IV′) were suspended in 2343.5 g of chlorobenzene, and 707.2 g (4.423 mol) of elemental bromine were subsequently added dropwise within 3 h at a constant internal temperature of 15° C. Afterwards, the mixture was stirred at 35° C. for 2 h. Subsequently, 628.7 g of chlorobenzene were distilled off at an internal temperature of 77-82° C. and 200 mbar, and the excess bromine and HBr were likewise removed from the reaction vessel. After analysis of...